This data is from the Open Reaction Database (ORD), a public repository of structured organic reaction records. The task is: describe an organic reaction: reactants, conditions, products, and yield The reactants are C(C)(C)(C)OC(=O)N1CC2(CC2C1)C1=CC=C(C=C1)Br (1-(4-bromo-phenyl)-3-aza-bicyclo[3.1.0]hexane-3-carboxylic acid tert-butyl ester), C(C)(C)(C)OC(=O)N1CC2(CC2C1)C1=CC=C(C=C1)Br (1-(4-bromo-phenyl)-3-aza-bicyclo[3.1.0]hexane-3-carboxylic acid tert-butyl ester), CC(C)([O-])C.[Na+] (sodium tert-butoxide), Cl.FC1CNCC1 (3-fluoro-pyrrolidine hydrochloride). Reagents/catalysts: C=1C=CC(=CC1)/C=C/C(=O)/C=C/C2=CC=CC=C2.C=1C=CC(=CC1)/C=C/C(=O)/C=C/C2=CC=CC=C2.C=1C=CC(=CC1)/C=C/C(=O)/C=C/C2=CC=CC=C2.[Pd].[Pd] (Pd2(dba)3), C=1C=CC(=CC1)P(C=2C=CC=CC2)C3=CC=C4C=CC=CC4=C3C5=C6C=CC=CC6=CC=C5P(C=7C=CC=CC7)C=8C=CC=CC8 (BINAP). Solvent: C1(=CC=CC=C1)C (toluene). The product is C(C)(C)(C)OC(=O)N1CC2(CC2C1)C1=CC=C(C=C1)N1CC(CC1)F (1-[4-(3-fluoro-pyrrolidin-1-yl)-phenyl]-3-aza-bicyclo[3.1.0]hexane-3-carboxylic acid tert-butyl ester). Isolated yield 21.6%. As a reaction SMILES: [C:1]([O:5][C:6]([N:8]1[CH2:13][CH:12]2[C:10]([C:14]3[CH:19]=[CH:18][C:17](Br)=[CH:16][CH:15]=3)([CH2:11]2)[CH2:9]1)=[O:7])([CH3:4])([CH3:3])[CH3:2].CC(C)([O-])C.[Na+].Cl.[F:28][CH:29]1[CH2:33][CH2:32][NH:31][CH2:30]1>C1(C)C=CC=CC=1.C1C=CC(/C=C/C(/C=C/C2C=CC=CC=2)=O)=CC=1.C1C=CC(/C=C/C(/C=C/C2C=CC=CC=2)=O)=CC=1.C1C=CC(/C=C/C(/C=C/C2C=CC=CC=2)=O)=CC=1.[Pd].[Pd].C1C=CC(P(C2C(C3C(P(C4C=CC=CC=4)C4C=CC=CC=4)=CC=C4C=3C=CC=C4)=C3C(C=CC=C3)=CC=2)C2C=CC=CC=2)=CC=1>[C:1]([O:5][C:6]([N:8]1[CH2:13][CH:12]2[C:10]([C:14]3[CH:19]=[CH:18][C:17]([N:31]4[CH2:32][CH2:33][CH:29]([F:28])[CH2:30]4)=[CH:16][CH:15]=3)([CH2:11]2)[CH2:9]1)=[O:7])([CH3:4])([CH3:3])[CH3:2] |f:1.2,3.4,6.7.8.9.10|. Reported procedure: To a solution of 1-(4-bromo-phenyl)-3-aza-bicyclo[3.1.0]hexane-3-carboxylic acid tert-butyl ester (Intermediate I, 400 mg, 1.2 mmol) in anhydrous toluene (5 mL) were added Pd2(dba)3 (5.6 mg, 0.006 mmol), BINAP (11.2 mg, 0.018 mmol), sodium tert-butoxide (230 mg, 2.4 mmol) and 3-fluoro-pyrrolidine hydrochloride (170 mg, 1.32 mmol) at r.t. and reaction mixture was refluxed for 3 h. Reaction mixture was then concentrated and the crude product was purified by column chromatography (silica gel, 2:8 E... Reactants: CC(=O)O, Nc1nc(Cc2ccc(OCc3ccccc3)cc2)cc(C2CCN(C(=O)c3ccc4c(c3)OCO4)CC2)n1. The product is Nc1nc(Cc2ccc(O)cc2)cc(C2CCN(C(=O)c3ccc4c(c3)OCO4)CC2)n1. RXN SMILES: [CH3:40][C:41](=[O:42])[OH:43].[NH2:1][c:2]1[n:3][c:4]([CH:23]2[CH2:24][CH2:25][N:26]([C:29]([c:30]3[cH:31][c:32]4[c:33]([cH:34][cH:35]3)[O:36][CH2:37][O:38]4)=[O:39])[CH2:27][CH2:28]2)[cH:5][c:6]([CH2:8][c:9]2[cH:10][cH:11][c:12]([O:15][CH2:16][c:17]3[cH:18][cH:19][cH:20][cH:21][cH:22]3)[cH:13][cH:14]2)[n:7]1>>[NH2:1][c:2]1[n:3][c:4]([CH:23]2[CH2:24][CH2:25][N:26]([C:29]([c:30]3[cH:31][c:32]4[c:33]([cH:34][cH:35]3)[O:36][CH2:37][O:38]4)=[O:39])[CH2:27][CH2:28]2)[cH:5][c:6]([CH2:8][c:9]2[cH:10][cH:11][c:12]([OH:15])[cH:13][cH:14]2)[n:7]1. Reactants: CCC1(C)CC(=O)C(C)C(C)(CC)N1OC(C)c1ccccc1, CO, Cl, [K+], NNC(N)=O, [OH-], O. The product is CCC1(C)CC(=NNC(N)=O)C(C)C(C)(CC)N1OC(C)c1ccccc1. Reaction SMILES: [CH2:1]([CH3:2])[C:3]1([CH3:23])[N:4]([O:14][CH:15]([CH3:16])[c:17]2[cH:18][cH:19][cH:20][cH:21][cH:22]2)[C:5]([CH3:11])([CH2:12][CH3:13])[CH2:6][C:7](=[O:10])[CH:8]1[CH3:9].[CH3:30][OH:31].[ClH:24].[K+:33].[NH2:25][NH:26][C:27](=[O:28])[NH2:29].[OH-:32].[OH2:34]>>[CH2:1]([CH3:2])[C:3]1([CH3:23])[N:4]([O:14][CH:15]([CH3:16])[c:17]2[cH:18][cH:19][cH:20][cH:21][cH:22]2)[C:5]([CH3:11])([CH2:12][CH3:13])[CH2:6][C:7](=[N:25][NH:26][C:27](=[O:28])[NH2:29])[CH:8]1[CH3:9]. The reactants are C=O (formaldehyde), C(C)(C)(C)OC(=O)N([C@H](CC[C@H](C[N+](=O)[O-])C1=C(C(=CC=C1)F)F)C(=O)[O-])C(=O)OC(C)(C)C ((5S)—N,N-bis(tert-butoxycarbonyl)-5-(2,3-difluorophenyl)-6-nitro-D-norleucinate), CN(C(=N)N(C)C)C (1,1,3,3-tetramethylguanidine), C=O (formaldehyde). The solvent is C(C)#N (acetonitrile), C(=O)(O)[O-].[Na+] (NaHCO3). Run at time 60 minute. Product: C(C)(C)(C)OC(=O)N([C@@H](C(=O)OCC1=CC=CC=C1)CC[C@H](C(CO)[N+](=O)[O-])C1=C(C(=CC=C1)F)F)C(=O)OC(C)(C)C (Benzyl (2R,5S)-2-[bis(tert-butoxycarbonyl)amino]-5-(2,3-difluorophenyl)-7-hydroxy-6-nitroheptanoate). Reaction SMILES: [C:1]([O:5][C:6]([N:8]([C:28]([O:30][C:31]([CH3:34])([CH3:33])[CH3:32])=[O:29])[C@@H:9]([C:25]([O-:27])=[O:26])[CH2:10][CH2:11][C@@H:12]([C:17]1[CH:22]=[CH:21][CH:20]=[C:19]([F:23])[C:18]=1[F:24])[CH2:13][N+:14]([O-:16])=[O:15])=[O:7])([CH3:4])([CH3:3])[CH3:2].CN(C)C(N(C)C)=N.[CH2:43]=[O:44]>C(#N)C.C([O-])(O)=O.[Na+]>[C:31]([O:30][C:28]([N:8]([C:6]([O:5][C:1]([CH3:4])([CH3:3])[CH3:2])=[O:7])[C@H:9]([CH2:10][CH2:11][C@@H:12]([C:17]1[CH:22]=[CH:21][CH:20]=[C:19]([F:23])[C:18]=1[F:24])[CH:13]([N+:14]([O-:16])=[O:15])[CH2:43][OH:44])[C:25]([O:27][CH2:12][C:17]1[CH:22]=[CH:21][CH:20]=[CH:19][CH:18]=1)=[O:26])=[O:29])([CH3:34])([CH3:33])[CH3:32] |f:4.5|. Procedure: To a solution of (5S)—N,N-bis(tert-butoxycarbonyl)-5-(2,3-difluorophenyl)-6-nitro-D-norleucinate (2.30 g, 3.975 mmol) and 1,1,3,3-tetramethylguanidine (46 mg, 0.40 mmol) in acetonitrile (20 mL) was added formaldehyde (0.15 mL, 37% aqueous solution). After stirring for 60 min, more formaldehyde (0.050 mL, 37% aqueous solution) was added. After stirring for an additional 60 min the mixture was diluted with saturated aqueous NaHCO3 and extracted with CH2Cl2 (3×). The combined organics were dried ov...